Dataset: the Open Reaction Database (ORD), a public repository of structured organic reaction records. Task: describe an organic reaction: reactants, conditions, products, and yield Reactants: ClC1=NC(=C2N=CN(C2=N1)CC)NC1=CC(=CC=C1)C#N (2-chloro-9-ethyl-6-(3-cyano-phenyl-amino)-9H-purine). Run in C(CN)N (ethylenediamine), C(C)(=O)OCC (ethyl acetate). The product is Cl.NCCNC1=NC(=C2N=CN(C2=N1)CC)NC1=CC(=CC=C1)C#N (2-(2-Amino-ethyl-amino)-6-(3-cyano-phenyl-amino)-9-ethyl-9H-purine hydrochloride). RXN SMILES: [Cl:1][C:2]1[N:10]=[C:9]2[C:5]([N:6]=[CH:7][N:8]2[CH2:11][CH3:12])=[C:4]([NH:13][C:14]2[CH:19]=[CH:18][CH:17]=[C:16]([C:20]#[N:21])[CH:15]=2)[N:3]=1>C(N)CN.C(OCC)(=O)C>[ClH:1].[NH2:3][CH2:4][CH2:5][NH:6][C:2]1[N:10]=[C:9]2[C:5]([N:6]=[CH:7][N:8]2[CH2:11][CH3:12])=[C:4]([NH:13][C:14]2[CH:19]=[CH:18][CH:17]=[C:16]([C:20]#[N:21])[CH:15]=2)[N:3]=1 |f:3.4|. Procedure: 0.2 g (0.6 mmol) of 2-chloro-9-ethyl-6-(3-cyano-phenyl-amino)-9H-purine is stirred in 2.5 ml of ethylenediamine at 75° C. for 3.5 h, and the mixture is allowed to cool and is diluted with ethyl acetate. The organic phase is washed with water, separated off and dried over sodium sulfate. After removal of the solvent, the residue is dissolved in 3 ml of dioxane and treated with 4 N HCl in dioxane. 2-(2-Amino-ethyl-amino)-6-(3-cyano-phenyl-amino)-9-ethyl-9H-purine hydrochloride is obtained as a cry... Reactants: B(Br)(Br)Br (boron tribromide), C(=O)(O)CC1CCCN(C2=C1C=C(C=C2)Cl)C(C2=C(C=C(C=C2)NC(C2=C(C=CC=C2)Cl)=O)OC)=O (5-carboxymethyl-7-chloro-1-[2-methoxy-4-(2-chloro-benzoyl-amino)benzoyl]-2,3,4,5-tetrahydro-1H-benzoazepine), O (water). Procedure details: 9.1 ml of 98% boron tribromide was dropwise added, at -10° C. with stirring, to a solution of 10 g of 5-carboxymethyl-7-chloro-1-[2-methoxy-4-(2-chloro-benzoyl-amino)benzoyl]-2,3,4,5-tetrahydro-1H-benzoazepine dissolved in 400 ml of dichloromethane. The mixture was slowly returned to room temperature and stirred overnight at the same temperature. The reaction mixture was mixed with water, followed by extraction with dichloromethane. The extract was water-washed, then dried over anhydrous magnesi... The yield is 93.3%. Solvent: ClCCl (dichloromethane). Product: C(=O)(O)CC1CCCN(C2=C1C=C(C=C2)Cl)C(C2=C(C=C(C=C2)NC(C2=C(C=CC=C2)Cl)=O)O)=O (5-carboxymethyl-7-chloro-1-[2-hydroxy-4-(2-chlorobenzoylamino)benzoyl]-2,3,4,5-tetrahydro-1H-benzoazepine). As a reaction SMILES: B(Br)(Br)Br.[C:5]([CH2:8][CH:9]1[C:15]2[CH:16]=[C:17]([Cl:20])[CH:18]=[CH:19][C:14]=2[N:13]([C:21](=[O:40])[C:22]2[CH:27]=[CH:26][C:25]([NH:28][C:29](=[O:37])[C:30]3[CH:35]=[CH:34][CH:33]=[CH:32][C:31]=3[Cl:36])=[CH:24][C:23]=2[O:38]C)[CH2:12][CH2:11][CH2:10]1)([OH:7])=[O:6].O>ClCCl>[C:5]([CH2:8][CH:9]1[C:15]2[CH:16]=[C:17]([Cl:20])[CH:18]=[CH:19][C:14]=2[N:13]([C:21](=[O:40])[C:22]2[CH:27]=[CH:26][C:25]([NH:28][C:29](=[O:37])[C:30]3[CH:35]=[CH:34][CH:33]=[CH:32][C:31]=3[Cl:36])=[CH:24][C:23]=2[OH:38])[CH2:12][CH2:11][CH2:10]1)([OH:7])=[O:6]. Reaction conditions: time 8 hour. Starting materials: [OH-].[Na+] (sodium hydroxide), SC1=NC(=CC(=N1)O)O (2-mercaptopyrimidine-4,6-diol), C(C1=CC=CC=C1)Br (Benzyl bromide). Solvent: C(C)O.O (ethanol H2O). Run at temperature 60 celsius, time 10 minute. Yields the product C(C1=CC=CC=C1)SC1=NC(=CC(=N1)O)O (2-(Benzylthio)pyrimidine-4,6-diol). As a reaction SMILES: [OH-].[Na+].[SH:3][C:4]1[N:9]=[C:8]([OH:10])[CH:7]=[C:6]([OH:11])[N:5]=1.[CH2:12](Br)[C:13]1[CH:18]=[CH:17][CH:16]=[CH:15][CH:14]=1>C(O)C.O>[CH2:12]([S:3][C:4]1[N:9]=[C:8]([OH:10])[CH:7]=[C:6]([OH:11])[N:5]=1)[C:13]1[CH:18]=[CH:17][CH:16]=[CH:15][CH:14]=1 |f:0.1,4.5|. Procedure details: A solution of sodium hydroxide (3.30 g) in ethanol/H2O (60 ml/60 ml) was added to 2-mercaptopyrimidine-4,6-diol (10.00 g) and the mixture stirred for 10 min. Benzyl bromide (13.45 g) was then added dropwise and the mixture heated at 60° C. for 2 h. The reaction was cooled to 0° C. for 1 h before the precipitate was filtered and washed with H2O (100 ml) and then dried in vacuo to afford the subtitle compound as a cream solid. Yield: 15.0 g.